Task: describe an organic reaction: reactants, conditions, products, and yield. Dataset: the Open Reaction Database (ORD), a public repository of structured organic reaction records Isolated yield 70.0%. Reaction SMILES: [O:1]=[C:2]1[C:7]2[CH:8]=[CH:9][CH:10]=[CH:11][C:6]=2[S:5][C:4]([C:12]2[N:17]=[C:16]([CH2:18][CH2:19][C:20]#[N:21])[CH:15]=[CH:14][CH:13]=2)=[N:3]1.C[Si]([N:26]=[N+:27]=[N-:28])(C)C.C([Sn](=O)CCCC)CCC>C1(C)C=CC=CC=1>[NH:26]1[C:20]([CH2:19][CH2:18][C:16]2[N:17]=[C:12]([C:4]3[S:5][C:6]4[CH:11]=[CH:10][CH:9]=[CH:8][C:7]=4[C:2](=[O:1])[N:3]=3)[CH:13]=[CH:14][CH:15]=2)=[N:21][N:28]=[N:27]1. Procedure: 3-[6-(4-Oxo-4H-1,3-benzothiazin-2-yl)-2-pyridyl]propionitrile (0.25 g, 0.85 mmol) and trimethylsilylazide (0.20 g, 1.7 mol) were dissolved in toluene (5 ml), and dibutyltin (IV) oxide (0.02 g, 0.08 mmol) was added thereto. The reaction mixture was refluxed for 48 hrs and kept at room temperature. The precipitated crystals were collected by filtration, washed with toluene and recrystallized from ethanol to give the titled compound (0.20 g, 68%) as white crystals. The reactants are O=C1N=C(SC2=C1C=CC=C2)C2=CC=CC(=N2)CCC#N (3-[6-(4-Oxo-4H-1,3-benzothiazin-2-yl)-2-pyridyl]propionitrile), C[Si](C)(C)N=[N+]=[N-] (trimethylsilylazide), C(CCC)[Sn](CCCC)=O (dibutyltin (IV) oxide). Product: N1N=NN=C1CCC1=CC=CC(=N1)C=1SC2=C(C(N1)=O)C=CC=C2 (2-{6-[2-(1H-1,2,3,4-tetrazol-5-yl)ethyl]-2-pyridyl}-4H-1,3-benzothiazine-4-one). Solvent: C1(=CC=CC=C1)C (toluene). Starting materials: [Al+3], CCc1cc(OCC=C(Cl)Cl)cc(CC)c1OCCCCCOCC=O, CC(=O)OC(C)=O, CN(C)C=O, [Cl-], [Cl-], [Cl-], FC(F)(F)C(Cl)(Cl)Cl, [Zn]. Product: CCc1cc(OCC=C(Cl)Cl)cc(CC)c1OCCCCCOCC=C(Cl)C(F)(F)F. RXN SMILES: [Al+3:2].[CH2:13]([CH3:14])[c:15]1[c:16]([O:17][CH2:18][CH2:19][CH2:20][CH2:21][CH2:22][O:23][CH2:24][CH:25]=[O:26])[c:27]([CH2:37][CH3:38])[cH:28][c:29]([O:31][CH2:32][CH:33]=[C:34]([Cl:35])[Cl:36])[cH:30]1.[CH3:39][C:40]([O:41][C:42](=[O:43])[CH3:44])=[O:45].[CH3:47][N:48]([CH3:49])[CH:50]=[O:51].[Cl-:1].[Cl-:3].[Cl-:4].[Cl:5][C:6]([C:7]([F:8])([F:9])[F:10])([Cl:11])[Cl:12].[Zn:46]>>[Cl:5][C:6]([C:7]([F:8])([F:9])[F:10])=[CH:25][CH2:24][O:23][CH2:22][CH2:21][CH2:20][CH2:19][CH2:18][O:17][c:16]1[c:15]([CH2:13][CH3:14])[cH:30][c:29]([O:31][CH2:32][CH:33]=[C:34]([Cl:35])[Cl:36])[cH:28][c:27]1[CH2:37][CH3:38]. RXN SMILES: [CH2:20]([CH3:21])[N:22]1[CH2:23][CH2:24][c:25]2[c:26]([cH:29][c:30]([NH2:33])[cH:31][cH:32]2)[CH2:27][CH2:28]1.[CH2:44]1[O:45][CH2:46][CH2:47][O:48][CH2:49]1.[CH3:34][O:35][CH2:36][CH2:37][OH:38].[Cl:1][c:2]1[n:3][cH:4][c:5]([Cl:19])[c:6]([NH:8][CH:9]2[CH:10]([NH:15][C:16]([CH3:17])=[O:18])[CH2:11][CH2:12][CH2:13][CH2:14]2)[n:7]1.[ClH:39].[O-:40][C:41](=[O:42])[O-:43]>>[c:2]1([NH:33][c:30]2[cH:29][c:26]3[c:25]([cH:32][cH:31]2)[CH2:24][CH2:23][N:22]([CH2:20][CH3:21])[CH2:28][CH2:27]3)[n:3][cH:4][c:5]([Cl:19])[c:6]([NH:8][CH:9]2[CH:10]([NH:15][C:16]([CH3:17])=[O:18])[CH2:11][CH2:12][CH2:13][CH2:14]2)[n:7]1. Starting materials: CCN1CCc2ccc(N)cc2CC1, C1COCCO1, COCCO, CC(=O)NC1CCCCC1Nc1nc(Cl)ncc1Cl, Cl, O=C([O-])[O-]. The product is CCN1CCc2ccc(Nc3ncc(Cl)c(NC4CCCCC4NC(C)=O)n3)cc2CC1. The reactants are C(C)(C)(C)OC(NN1CC(N(CC1)C)=O)=O ((4-Methyl-3-oxo-piperazin-1-yl)-carbamic acid t-butyl ester), FC(C(=O)O)(F)F (trifluoroacetic acid). Run in ClCCl (dichloromethane). Conditions: temperature 0 celsius, time 2 hour. Product: FC(C(=O)O)(F)F.NN1CC(N(CC1)C)=O (4-Amino-1-methyl-piperazin-2-one trifluoroacetate). RXN SMILES: C(OC(=O)[NH:7][N:8]1[CH2:13][CH2:12][N:11]([CH3:14])[C:10](=[O:15])[CH2:9]1)(C)(C)C.[F:17][C:18]([F:23])([F:22])[C:19]([OH:21])=[O:20]>ClCCl>[F:17][C:18]([F:23])([F:22])[C:19]([OH:21])=[O:20].[NH2:7][N:8]1[CH2:13][CH2:12][N:11]([CH3:14])[C:10](=[O:15])[CH2:9]1 |f:3.4|. Reported procedure: (4-Methyl-3-oxo-piperazin-1-yl)-carbamic acid t-butyl ester (67 mg, 292 μmol) was at 0° C. combined with dichloromethane (2 mL) and trifluoroacetic acid (1 mL) to give a light yellow solution. The reaction mixture was stirred for 2 h at 0° C. and subsequently concentrated in vacuo to give the title compound as yellow oil, which was used without further purification in the next step. The reactants are C(=O)(O)CCSC1=CC=CC(=N1)C(CBr)=O (6-(2-carboxyethylthio)-2-(α-bromoacetyl)pyridine), C(C)OC=1C=C(C(=S)N)C=CC1OCC (3,4-diethoxythiobenzamide). Yields the product C(C)OC=1C=C(C=CC1OCC)C=1SC=C(N1)C1=NC(=CC=C1)SCCC(=O)O (2-(3,4-diethoxyphenyl)-4-[6-(2-carboxyethylthio)-2-pyridyl]thiazole). As a reaction SMILES: [C:1]([CH2:4][CH2:5][S:6][C:7]1[N:12]=[C:11]([C:13](=O)[CH2:14]Br)[CH:10]=[CH:9][CH:8]=1)([OH:3])=[O:2].[CH2:17]([O:19][C:20]1[CH:21]=[C:22]([CH:26]=[CH:27][C:28]=1[O:29][CH2:30][CH3:31])[C:23]([NH2:25])=[S:24])[CH3:18]>>[CH2:17]([O:19][C:20]1[CH:21]=[C:22]([C:23]2[S:24][CH:14]=[C:13]([C:11]3[CH:10]=[CH:9][CH:8]=[C:7]([S:6][CH2:5][CH2:4][C:1]([OH:3])=[O:2])[N:12]=3)[N:25]=2)[CH:26]=[CH:27][C:28]=1[O:29][CH2:30][CH3:31])[CH3:18]. Procedure: A reaction was conducted in the same manner as in Example 1, by using 6-(2-carboxyethylthio)-2-(α-bromoacetyl)pyridine and 3,4-diethoxythiobenzamide, to obtain 2-(3,4-diethoxyphenyl)-4-[6-(2-carboxyethylthio)-2-pyridyl]thiazole. Starting materials: O=C1CCN(CC1)C(=O)OCC (ethyl 4-oxopiperidine-1-carboxylate), C[Mg+].[Br-] (MeMgBr). Procedure: At −30° C. and under N2 atmosphere, to a solution of ethyl 4-oxopiperidine-1-carboxylate (282) (6.0 g, 35.1 mmol) in anhydrous Et2O (100 mL) was added MeMgBr (3.0 M, 14 mL, 42.1 mmol). The resulting mixture was stirred at 0° C. for 2 hours before being quenched with aqueous NH4Cl solution. The mixture was extracted with DCM (30 mL×3). The combined organic layers were washed with brine, dried over Na2SO4, concentrated in vacuo and subjected to silica flash column chromatography using 0 to 50% EtO... The product is OC1(CCN(CC1)C(=O)OCC)C (ethyl 4-hydroxy-4-methylpiperidine-1-carboxylate). Solvent: CCOCC (Et2O). Reaction conditions: temperature 0 celsius, time 2 hour. As a reaction SMILES: [O:1]=[C:2]1[CH2:7][CH2:6][N:5]([C:8]([O:10][CH2:11][CH3:12])=[O:9])[CH2:4][CH2:3]1.[CH3:13][Mg+].[Br-]>CCOCC>[OH:1][C:2]1([CH3:13])[CH2:3][CH2:4][N:5]([C:8]([O:10][CH2:11][CH3:12])=[O:9])[CH2:6][CH2:7]1 |f:1.2|. Yield: 60.9%.